The task is: describe an organic reaction: reactants, conditions, products, and yield. This data is from the Open Reaction Database (ORD), a public repository of structured organic reaction records. Reactants: C(CC(C)C)=O (isovaleraldehyde), C(CC(=O)O)(=O)O (malonic acid), C(C)(=O)[O-].[NH4+] (ammonium acetate). The solvent is C(C)O (ethanol). Conditions: temperature 0 celsius. Product: NC(CC(=O)O)CC(C)C (3-amino-5-methylhexanoic acid). The yield is 55.1%. As a reaction SMILES: [CH:1](=O)[CH2:2][CH:3]([CH3:5])[CH3:4].[C:7]([OH:13])(=[O:12])[CH2:8]C(O)=O.C([O-])(=O)C.[NH4+:18]>C(O)C>[NH2:18][CH:1]([CH2:2][CH:3]([CH3:5])[CH3:4])[CH2:8][C:7]([OH:13])=[O:12] |f:2.3|. Procedure details: To a solution of 43.06 gm (500 mMol) isovaleraldehyde in ethanol (150 ml) were added 52 gm (500 mMol) malonic acid followed by 57.75 gm (750 mMol) ammonium acetate. The suspension was stirred at reflux for 5 hours and the resulting solution was then cooled to 0° C. The resulting solid was filtered, washed with 1:1 ethyl acetate:ethanol (200 ml) and dried under vacuum for 18 hours to give 40 gm of crude 3-amino-5-methylhexanoic acid.